This data is from the Open Reaction Database (ORD), a public repository of structured organic reaction records. The task is: describe an organic reaction: reactants, conditions, products, and yield Starting materials: COC(=O)c1ccc2c(c1)Oc1c(OC)cccc1N2C1CCN(Cc2ccccc2)CC1, Cl, [Na+], C1COCCO1, [OH-], O. Product: COc1cccc2c1Oc1cc(C(=O)O)ccc1N2C1CCN(Cc2ccccc2)CC1. RXN SMILES: [CH3:1][O:2][C:3](=[O:4])[c:5]1[cH:6][cH:7][c:8]2[c:17]([cH:18]1)[O:16][c:15]1[c:10]([cH:11][cH:12][cH:13][c:14]1[O:19][CH3:20])[N:9]2[CH:21]1[CH2:22][CH2:23][N:24]([CH2:27][c:28]2[cH:29][cH:30][cH:31][cH:32][cH:33]2)[CH2:25][CH2:26]1.[ClH:37].[Na+:35].[O:38]1[CH2:39][CH2:40][O:41][CH2:42][CH2:43]1.[OH-:34].[OH2:36]>>[O:2]=[C:3]([OH:4])[c:5]1[cH:6][cH:7][c:8]2[c:17]([cH:18]1)[O:16][c:15]1[c:10]([cH:11][cH:12][cH:13][c:14]1[O:19][CH3:20])[N:9]2[CH:21]1[CH2:22][CH2:23][N:24]([CH2:27][c:28]2[cH:29][cH:30][cH:31][cH:32][cH:33]2)[CH2:25][CH2:26]1. Starting materials: Intermediate 223E, O(C1=CC=CC=C1)C1=CC=C(C=C1)N\N=C\C(=O)OCC ((E)-ethyl 2-(2-(4-phenoxyphenyl)hydrazono)acetate), [N+](=O)([O-])C(=CC1=C(C=C(C(=O)OC(C)(C)C)C=C1)C(=O)N1CC2=CC=CC=C2CC1)CCCC (tert-butyl 4-(2-nitrohex-1-enyl)-3-(1,2,3,4-tetrahydroisoquinoline-2-carbonyl)benzoate). Yields the product C(C)(C)(C)OC(=O)C1=CC(=C(C=C1)C=1C(=NN(C1CCCC)C1=CC=C(C=C1)OC1=CC=CC=C1)C(=O)OCC)C(=O)N1CC2=CC=CC=C2CC1 (Ethyl 4-(4-(tert-butoxycarbonyl)-2-(1,2,3,4-tetrahydroisoquinoline-2-carbonyl)phenyl)-5-butyl-1-(4-phenoxyphenyl)-1H-pyrazole-3-carboxylate). Isolated yield 51.1%. Reaction SMILES: [O:1]([C:8]1[CH:13]=[CH:12][C:11]([NH:14]/[N:15]=[CH:16]/[C:17]([O:19][CH2:20][CH3:21])=[O:18])=[CH:10][CH:9]=1)[C:2]1[CH:7]=[CH:6][CH:5]=[CH:4][CH:3]=1.[N+]([C:25]([CH2:52][CH2:53][CH2:54][CH3:55])=[CH:26][C:27]1[CH:39]=[CH:38][C:30]([C:31]([O:33][C:34]([CH3:37])([CH3:36])[CH3:35])=[O:32])=[CH:29][C:28]=1[C:40]([N:42]1[CH2:51][CH2:50][C:49]2[C:44](=[CH:45][CH:46]=[CH:47][CH:48]=2)[CH2:43]1)=[O:41])([O-])=O>>[C:34]([O:33][C:31]([C:30]1[CH:38]=[CH:39][C:27]([C:26]2[C:16]([C:17]([O:19][CH2:20][CH3:21])=[O:18])=[N:15][N:14]([C:11]3[CH:12]=[CH:13][C:8]([O:1][C:2]4[CH:3]=[CH:4][CH:5]=[CH:6][CH:7]=4)=[CH:9][CH:10]=3)[C:25]=2[CH2:52][CH2:53][CH2:54][CH3:55])=[C:28]([C:40]([N:42]2[CH2:51][CH2:50][C:49]3[C:44](=[CH:45][CH:46]=[CH:47][CH:48]=3)[CH2:43]2)=[O:41])[CH:29]=1)=[O:32])([CH3:35])([CH3:36])[CH3:37]. Procedure details: Following a procedure analogous to that for the synthesis of Intermediate 223E, (E)-ethyl 2-(2-(4-phenoxyphenyl)hydrazono)acetate (55 mg, 0.19 mmol) and tert-butyl 4-(2-nitrohex-1-enyl)-3-(1,2,3,4-tetrahydroisoquinoline-2-carbonyl)benzoate (90 mg, 0.19 mmol) were converted to the title compound (68 mg, 50%) as a pale yellow oil. 1H NMR (CDCl3, 1:1 mixture of amide rotamers) δ 8.09 (dd, J=8, 2 Hz, 1H), 8.05-8.03 (m, 1H), 7.44-6.82 (m, 14H), 5.02-4.98 (m, 1H), 4.48-4.39 (m, 1H), 4.34-4.27 (m, 2H),... Reactants: Clc1ccc(-c2c[nH]nc2OCc2ccccc2)cc1Cl, CCOC(C)=O, ClCCN1CCCCC1, Cl, [H-], [Na+], O. Yields the product Clc1ccc(-c2cn(CCN3CCCCC3)nc2OCc2ccccc2)cc1Cl. RXN SMILES: [CH2:13]([c:14]1[cH:15][cH:16][cH:17][cH:18][cH:19]1)[O:20][c:21]1[n:22][nH:23][cH:24][c:25]1-[c:26]1[cH:27][c:28]([Cl:33])[c:29]([Cl:32])[cH:30][cH:31]1.[CH3:34][CH2:35][O:36][C:37](=[O:38])[CH3:39].[Cl:4][CH2:5][CH2:6][N:7]1[CH2:8][CH2:9][CH2:10][CH2:11][CH2:12]1.[ClH:3].[H-:1].[Na+:2].[OH2:40]>>[CH2:5]([CH2:6][N:7]1[CH2:8][CH2:9][CH2:10][CH2:11][CH2:12]1)[n:23]1[n:22][c:21]([O:20][CH2:13][c:14]2[cH:15][cH:16][cH:17][cH:18][cH:19]2)[c:25](-[c:26]2[cH:27][c:28]([Cl:33])[c:29]([Cl:32])[cH:30][cH:31]2)[cH:24]1. Starting materials: CO (methanol), Cl (hydrochloric acid), Cl.Cl.CC1=CC=C(CNC(=N)NC(=N)NCCCCCCCC)C=C1 (N1-4-methylbenzyl-N5-octyl-biguanide dihydrochloride), CC(=O)C (acetone). Yields the product C(C)(=O)O.C(CCCCCCC)NC=1NC(=NC(N1)(C)C)NCC1=CC=C(C=C1)C (4-Octylamino-3,6-dihydro-6,6-dimethyl-2-(4′-methylbenzylamino)-1,3,5-triazine acetate). Reaction SMILES: C[OH:2].Cl.Cl.Cl.[CH3:6][C:7]1[CH:28]=[CH:27][C:10]([CH2:11][NH:12][C:13]([NH:15][C:16]([NH:18][CH2:19][CH2:20][CH2:21][CH2:22][CH2:23][CH2:24][CH2:25][CH3:26])=[NH:17])=[NH:14])=[CH:9][CH:8]=1.[CH3:29][C:30]([CH3:32])=[O:31]>>[C:30]([OH:2])(=[O:31])[CH3:32].[CH2:19]([NH:18][C:16]1[NH:15][C:13]([NH:12][CH2:11][C:10]2[CH:9]=[CH:8][C:7]([CH3:6])=[CH:28][CH:27]=2)=[N:14][C:30]([CH3:32])([CH3:29])[N:17]=1)[CH2:20][CH2:21][CH2:22][CH2:23][CH2:24][CH2:25][CH3:26] |f:2.3.4,6.7|. Procedure details: 300 ml of methanol, 180 ml of acetone and 1.2 ml of concentrated hydrochloric acid were added to 18.0 g (46.1 mmol) of N1-4-methylbenzyl-N5-octyl-biguanide dihydrochloride. The mixture was refluxed for 24 hours, and the solvent was distilled off under reduced pressure. The residue was dissolved in 200 ml of ethanol, and to the solution were added 140 ml of water and 18.5 ml of 5N aqueous sodium hydroxide. The mixture was refluxed for 1.5 hours, concentrated under reduced pressure, and extracted ... Reactants: CC=1SC=C(C1NC(CCl)=O)C (N-(2,4-dimethylthien-3-yl)-chloroacetamide), S(=O)(=O)(Cl)Cl (sulfuryl chloride). Run in C(Cl)Cl (CH2Cl2). Product: ClC=1SC(=C(C1C)NC(CCl)=O)C (N-(2-chloro-3,5-dimethyl-thien-4-yl)-chloroacetamide). RXN SMILES: [CH3:1][C:2]1[S:3][CH:4]=[C:5]([CH3:12])[C:6]=1[NH:7][C:8](=[O:11])[CH2:9][Cl:10].S(Cl)([Cl:16])(=O)=O>C(Cl)Cl>[Cl:16][C:4]1[S:3][C:2]([CH3:1])=[C:6]([NH:7][C:8](=[O:11])[CH2:9][Cl:10])[C:5]=1[CH3:12]. Procedure: To the stirred solution of 5.0 g (0.0245 mol) of N-(2,4-dimethylthien-3-yl)-chloroacetamide in 50 ml of dry CH2Cl2 are added dropwise at 0° 3.3 g (0.0245 mol) of sulfuryl chloride. Reactants: FC=1C=C(C(=O)O)C=C(C1OC)F (3,5-difluoro-4-methoxybenzoic acid), CN(C)C=O (DMF), crude residue, CC=1C=CC=2N(C1)C=C(N2)C2=CC=C(N)C=C2 (4-(6-methylimidazo[1,2-a]pyridin-2-yl)aniline), Amide, C(Cl)Cl.CO (DCM MeOH). The solvent is N1=CC=CC=C1 (pyridine), S(=O)(Cl)Cl (thionyl chloride). Yields the product FC=1C=C(C(=O)NC2=CC=C(C=C2)C=2N=C3N(C=C(C=C3)C)C2)C=C(C1OC)F (3,5-Difluoro-4-methoxy-N-[4-(6-methylimidazo[1,2-a]pyridin-2-yl)phenyl]benzamide). Isolated yield 62.6%. As a reaction SMILES: [F:1][C:2]1[CH:3]=[C:4]([CH:8]=[C:9]([F:13])[C:10]=1[O:11][CH3:12])[C:5]([OH:7])=O.CN(C=O)C.[CH3:19][C:20]1[CH:21]=[CH:22][C:23]2[N:24]([CH:26]=[C:27]([C:29]3[CH:35]=[CH:34][C:32]([NH2:33])=[CH:31][CH:30]=3)[N:28]=2)[CH:25]=1.C(Cl)Cl.CO>S(Cl)(Cl)=O.N1C=CC=CC=1>[F:13][C:9]1[CH:8]=[C:4]([CH:3]=[C:2]([F:1])[C:10]=1[O:11][CH3:12])[C:5]([NH:33][C:32]1[CH:31]=[CH:30][C:29]([C:27]2[N:28]=[C:23]3[CH:22]=[CH:21][C:20]([CH3:19])=[CH:25][N:24]3[CH:26]=2)=[CH:35][CH:34]=1)=[O:7] |f:3.4|. Procedure: To a stirred solution of 3,5-difluoro-4-methoxybenzoic acid (0.25 g, 1.34 mmol) in thionyl chloride (4 ml) was added a drop of DMF and the reaction mixture was then heated under reflux for 5 h. On cooling to room temperature the excess reagent was removed under reduced pressure to give a crude residue. The amide was prepared as described in the Amide Coupling section using the crude residue and 4-(6-methylimidazo[1,2-a]pyridin-2-yl)aniline (0.30 g, 1.34 mmol) in dry pyridine (14 ml) to give the ... Reactants: OC=1C=C2C=CC=C(C2=CC1)C(=O)O (6-Hydroxy-1-napthoic acid), ClC1=CC(=NC=C1)C(=O)N (4-chloropicolinamide). Product: C(N)(=O)C1=NC=CC(=C1)OC=1C=C2C=CC=C(C2=CC1)C(=O)O (6-(2-carbamoylpyridin-4-yloxy)-1-napthoic acid). Reaction SMILES: [OH:1][C:2]1[CH:3]=[C:4]2[C:9](=[CH:10][CH:11]=1)[C:8]([C:12]([OH:14])=[O:13])=[CH:7][CH:6]=[CH:5]2.Cl[C:16]1[CH:21]=[CH:20][N:19]=[C:18]([C:22]([NH2:24])=[O:23])[CH:17]=1>>[C:22]([C:18]1[CH:17]=[C:16]([O:1][C:2]2[CH:3]=[C:4]3[C:9](=[CH:10][CH:11]=2)[C:8]([C:12]([OH:14])=[O:13])=[CH:7][CH:6]=[CH:5]3)[CH:21]=[CH:20][N:19]=1)(=[O:23])[NH2:24]. Procedure details: 6-Hydroxy-1-napthoic acid (2.5 g, 13 mmol) was reacted with 4-chloropicolinamide (WO 02/085857) (2.6 g, 15 mmol) under the conditions of Example 421 Step a to give the title compound as a brown solid. MS (ESI, pos. ion) m/z: 309.2 (M+1). Mass Calc'd for C17H12N2O4: 308.29. Starting materials: C1OC=2C(=CC3=C(CC(NN=C3C3=C(C=C(C=C3)[N+](=O)[O-])Cl)=O)C2)O1 (7,8-methylenedioxy-1-(2-chloro-4-nitrophenyl)-3,5-dihydro-2,3-benzodiazepin-4(4H)-one), C(C)O.CC(=O)C.O (ethanol acetone water). Reagents/catalysts: [Pd] (Pd/C). Solvent: C(C)O (ethanol). Reaction conditions: time 3 hour. Product: NC1=CC(=C(C=C1)C1=NNC(CC2=C1C=C1C(=C2)OCO1)=O)Cl (1-(4-Amino-2-chlorophenyl)-7,8-methylenedioxy-3,5-dihydro-2,3-benzodiazepin-4(4H)-one). The yield is 21.0%. RXN SMILES: [CH2:1]1[O:25][C:4]2=[CH:5][C:6]3[C:12]([C:13]4[CH:18]=[CH:17][C:16]([N+:19]([O-])=O)=[CH:15][C:14]=4[Cl:22])=[N:11][NH:10][C:9](=[O:23])[CH2:8][C:7]=3[CH:24]=[C:3]2[O:2]1.C(O)C.CC(C)=O.O>[Pd].C(O)C>[NH2:19][C:16]1[CH:17]=[CH:18][C:13]([C:12]2[C:6]3[CH:5]=[C:4]4[O:25][CH2:1][O:2][C:3]4=[CH:24][C:7]=3[CH2:8][C:9](=[O:23])[NH:10][N:11]=2)=[C:14]([Cl:22])[CH:15]=1 |f:1.2.3|. Procedure details: To a suspension of 7,8-methylenedioxy-1-(2-chloro-4-nitrophenyl)-3,5-dihydro-2,3-benzodiazepin-4(4H)-one (1.4 g, 3.9 mmol) in 1:1:1 ethanol/acetone/water (45 mL) was added 5% Pd/C (106 mg) and HCO2NH4 (2.5 g, 40 mmol). The mixture was stirred at room temperature for 3 h and 15 mL of ethanol was added to the mixture which was then stirred at room temperature for three days. The catalyst was filtered out. The filtrate was extracted with EtOAc (100 mL). The organic phase was washed with water and b... The reactants are CC(=O)OC1CCN(c2ccc(C(=O)Nc3ccccc3N)cc2)C1, CO, N. Yields the product Nc1ccccc1NC(=O)c1ccc(N2CCC(O)C2)cc1. Reaction SMILES: [C:2](=[O:3])([CH3:4])[O:5][CH:6]1[CH2:7][N:8]([c:11]2[cH:12][cH:13][c:14]([C:17]([NH:18][c:19]3[c:20]([NH2:25])[cH:21][cH:22][cH:23][cH:24]3)=[O:26])[cH:15][cH:16]2)[CH2:9][CH2:10]1.[CH3:27][OH:28].[NH3:1]>>[OH:5][CH:6]1[CH2:7][N:8]([c:11]2[cH:12][cH:13][c:14]([C:17]([NH:18][c:19]3[c:20]([NH2:25])[cH:21][cH:22][cH:23][cH:24]3)=[O:26])[cH:15][cH:16]2)[CH2:9][CH2:10]1.